The task is: describe an organic reaction: reactants, conditions, products, and yield. This data is from the Open Reaction Database (ORD), a public repository of structured organic reaction records. Starting materials: [Br-], ClCCl, Cc1cccc2c(C(=O)O)cc(-c3cccs3)nc12, Nc1nnc(-c2ccco2)o1, c1ccc(P(c2ccccc2)c2ccccc2)cc1, c1ccncc1. Product: Cc1cccc2c(C(=O)Nc3nnc(-c4ccco4)o3)cc(-c3cccs3)nc12. As a reaction SMILES: [Br-:1].[CH2:21]([Cl:22])[Cl:23].[CH3:24][c:25]1[cH:26][cH:27][cH:28][c:29]2[c:30]([C:40](=[O:41])[OH:42])[cH:31][c:32](-[c:35]3[s:36][cH:37][cH:38][cH:39]3)[n:33][c:34]12.[NH2:43][c:44]1[o:45][c:46](-[c:49]2[o:50][cH:51][cH:52][cH:53]2)[n:47][n:48]1.[c:2]1([P:3]([c:4]2[cH:5][cH:6][cH:7][cH:8][cH:9]2)[c:10]2[cH:11][cH:12][cH:13][cH:14][cH:15]2)[cH:16][cH:17][cH:18][cH:19][cH:20]1.[cH:54]1[cH:55][cH:56][n:57][cH:58][cH:59]1>>[CH3:24][c:25]1[cH:26][cH:27][cH:28][c:29]2[c:30]([C:40](=[O:42])[NH:43][c:44]3[o:45][c:46](-[c:49]4[o:50][cH:51][cH:52][cH:53]4)[n:47][n:48]3)[cH:31][c:32](-[c:35]3[s:36][cH:37][cH:38][cH:39]3)[n:33][c:34]12. The reactants are CC[C@@]12CCCN3[C@@H]1C4=C(C=5C=CC=CC5N4[C@](C2)(C(=O)OC)O)CC3 (vincamine). The solvent is O (water), alcohol. Yields the product CC[C@@]12CCCN3[C@@H]1C4=C(C=5C=CC=CC5N4[C@](C2)(C(=O)OC)O)CC3.O1C(=CC=C1)C(=O)[O-] (Vincamine furoate). Reaction SMILES: [CH3:1][CH2:2][C@:3]12[CH2:19][C@:18]([OH:24])([C:20]([O:22][CH3:23])=[O:21])[N:17]3[C:9]4=[C:10]([CH2:25][CH2:26][N:7]([C@@H:8]14)[CH2:6][CH2:5][CH2:4]2)[C:11]1[CH:12]=[CH:13][CH:14]=[CH:15][C:16]=13>O>[CH3:1][CH2:2][C@:3]12[CH2:19][C@:18]([OH:24])([C:20]([O:22][CH3:23])=[O:21])[N:17]3[C:9]4=[C:10]([CH2:25][CH2:26][N:7]([C@@H:8]14)[CH2:6][CH2:5][CH2:4]2)[C:11]1[CH:12]=[CH:13][CH:14]=[CH:15][C:16]=13.[O:24]1[CH:2]=[CH:3][CH:19]=[C:18]1[C:20]([O-:22])=[O:21] |f:2.3|. Procedure: The reaction mixture is then concentrated to a dry residue, and the product is ground and dried in an aerated furnace. There are obtained 9.3 g of a substance, insoluble in water and alcohol, having a vincamine content of 74%. The reactants are C[Si](C)(C)C#N (trimethylsilyl cyanide), C(#N)C1(CC(CCC1)=O)C1=C(C=C(C=C1)OC)OC1CCCC1 (3-cyano-3-(cyclopentyloxy-4-methoxyphenyl)cyclohexan-1-one), C1COCCOCCOCCOCCOCCO1 (18-crown-6), [C-]#N.[K+] (potassium cyanide), C1(=CC=CC=C1)C (toluene), P(=O)(Cl)(Cl)Cl (phosphorous oxychloride). Solvent: N1=CC=CC=C1 (Pyridine). Conditions: time 2.5 hour. Product: C1(CCCC1)OC=1C=C(C=CC1OC)C1(CCC=C(C1)C#N)C#N (5-(3-cyclopentyloxy-4-methoxyphenyl)cyclohex-1-ene-1,5-dicarbonitrile). The yield is 42.0%. As a reaction SMILES: [C:1]([C:3]1([C:10]2[CH:15]=[CH:14][C:13]([O:16][CH3:17])=[CH:12][C:11]=2OC2CCCC2)[CH2:8][CH2:7][CH2:6][C:5](=O)[CH2:4]1)#[N:2].C1[O:41][CH2:40][CH2:39]OCCOCCOCCOCCOC1.[C-]#N.[K+].C[Si]([C:49]#[N:50])(C)C.P(Cl)(Cl)(Cl)=O.[C:56]1(C)[CH:61]=CC=C[CH:57]=1>N1C=CC=CC=1>[CH:40]1([O:41][C:14]2[CH:15]=[C:10]([C:3]3([C:1]#[N:2])[CH2:4][C:5]([C:49]#[N:50])=[CH:6][CH2:7][CH2:8]3)[CH:11]=[CH:12][C:13]=2[O:16][CH3:17])[CH2:39][CH2:61][CH2:56][CH2:57]1 |f:2.3|. Procedure details: A suspension of 3-cyano-3-(cyclopentyloxy-4-methoxyphenyl)cyclohexan-1-one (0.63 g, 2.0 mmol), 18-crown-6 (0.006 g, 0.1 mmol) and potassium cyanide (0.006 g, 0.1 mmol) in dry toluene (2 mL) at room temperature under an argon atmosphere was treated dropwise with trimethylsilyl cyanide (0.32 mL, 2.4 mmol) and the mixture was stirred for 2.5 h. Pyridine (4 mL) and phosphorous oxychloride (0.5 mL, 5.0 mmol) were added, and the solution was refluxed for 40 h. After quenching with ice, the reaction wa...